From a dataset of the Open Reaction Database (ORD), a public repository of structured organic reaction records. describe an organic reaction: reactants, conditions, products, and yield Starting materials: FC1=CC(=CC=2OC(COC21)COS(=O)(=O)C2=CC=C(C=C2)C)S(=O)(=O)C ([5-fluoro-7-(methylsulfonyl)-2,3-dihydro-1,4-benzodioxin-2-yl]methyl-4-methylbenzenesulfonate), ( 6 ), ( 8 ), CNCCC (N-methyl-propan-1-amine), ( 8 ). The solvent is C(C)#N (ACN). The product is FC1=CC(=CC=2OC(COC21)CN(CCC)C)S(=O)(=O)C (N-{[5-FLUORO-7-(METHYLSULFONYL)-2,3-DIHYDRO-1,4-BENZODIOXIN-2-YL]METHYL}-N-METHYLPROPAN-1-AMINE). RXN SMILES: [F:1][C:2]1[C:11]2[O:10][CH2:9][CH:8]([CH2:12]OS(C3C=CC(C)=CC=3)(=O)=O)[O:7][C:6]=2[CH:5]=[C:4]([S:24]([CH3:27])(=[O:26])=[O:25])[CH:3]=1.[CH3:28][NH:29][CH2:30][CH2:31][CH3:32]>C(#N)C>[F:1][C:2]1[C:11]2[O:10][CH2:9][CH:8]([CH2:12][N:29]([CH3:28])[CH2:30][CH2:31][CH3:32])[O:7][C:6]=2[CH:5]=[C:4]([S:24]([CH3:27])(=[O:25])=[O:26])[CH:3]=1. Procedure: Preparation according to Example 42 using [5-fluoro-7-(methylsulfonyl)-2,3-dihydro-1,4-benzodioxin-2-yl]methyl-4-methylbenzenesulfonate (0.005 g, 0.012 mmol), N-methyl-propan-1-amine (0.5 ml), ACN (2.5 ml). MS m/z (rel. intensity, 70 eV) 317 (M+, 0.5), 288 (8), 86 (bp), 84 (6), 58 (8). The reactants are C[C@H](CCO)CCC(C(=C)C)O ((S)-3,7-dimethyl-6-hydroxy-7-octene-1-ol), C1(=CC=CC=C1)PCCCCPC1=CC=CC=C1 (1,4-bisphenylphosphinobutane). Reagents/catalysts: [Pd](Cl)Cl.C1(=CC=CC=C1)P(C1=CC=CC=C1)C1=CC=CC=C1.C1(=CC=CC=C1)P(C1=CC=CC=C1)C1=CC=CC=C1 (bis(triphenylphosphine) palladium chloride). The solvent is three. Run at temperature 150 celsius. The product is C[C@H](CCO)CC=CC(=C)C ((S)-3,7-dimethyl-5,7-octadiene-1-ol). Yield: 81.5%. RXN SMILES: [CH3:1][C@@H:2]([CH2:6][CH2:7][CH:8](O)[C:9]([CH3:11])=[CH2:10])[CH2:3][CH2:4][OH:5].C1(PCCCCPC2C=CC=CC=2)C=CC=CC=1>[Pd](Cl)Cl.C1(P(C2C=CC=CC=2)C2C=CC=CC=2)C=CC=CC=1.C1(P(C2C=CC=CC=2)C2C=CC=CC=2)C=CC=CC=1>[CH3:1][C@@H:2]([CH2:6][CH:7]=[CH:8][C:9]([CH3:11])=[CH2:10])[CH2:3][CH2:4][OH:5] |f:2.3.4|. Reported procedure: (S)-3,7-dimethyl-6-hydroxy-7-octene-1-ol (I) (10.0 g, 58.1 mmol), bis(triphenylphosphine) palladium chloride (40.8 mg, 0.058 mmol), and 1,4-bisphenylphosphinobutane (1.24 g, 2.91 mmol) were placed in a 50 ml three neck distillation flask provided with a thermometer and a vacuum distilling apparatus having a side arm. The mixture was then heated for 6 hours with stirring at a reaction temperature of 150° C. under a reduced pressure of 25 mmHg while distilling dienes which is to be produced. 7.3 g... Starting materials: CC(=O)[O-], CC(=O)[O-], CC(=O)[O-], CC(=O)[O-], CC(C)C(CC1OC(C)(C)N(C(=O)OC(C)(C)C)C1CC1CCCCC1)C(O)CO, [Pb+4], c1ccccc1. Product: CC(C)C(C=O)CC1OC(C)(C)N(C(=O)OC(C)(C)C)C1CC1CCCCC1. RXN SMILES: [C:31]([O-:32])(=[O:33])[CH3:34].[C:35]([O-:36])(=[O:37])[CH3:38].[C:39]([O-:40])(=[O:41])[CH3:42].[C:43]([O-:44])(=[O:45])[CH3:46].[CH:1]1([CH2:7][CH:8]2[N:9]([C:24](=[O:25])[O:26][C:27]([CH3:28])([CH3:29])[CH3:30])[C:10]([CH3:22])([CH3:23])[O:11][CH:12]2[CH2:13][CH:14]([CH:15]([CH2:16][OH:17])[OH:18])[CH:19]([CH3:20])[CH3:21])[CH2:2][CH2:3][CH2:4][CH2:5][CH2:6]1.[Pb+4:47].[cH:48]1[cH:49][cH:50][cH:51][cH:52][cH:53]1>>[CH:1]1([CH2:7][CH:8]2[N:9]([C:24](=[O:25])[O:26][C:27]([CH3:28])([CH3:29])[CH3:30])[C:10]([CH3:22])([CH3:23])[O:11][CH:12]2[CH2:13][CH:14]([CH:15]=[O:18])[CH:19]([CH3:20])[CH3:21])[CH2:2][CH2:3][CH2:4][CH2:5][CH2:6]1. Reactants: CC(=O)Nc1nc2nc[nH]c2c(=O)[nH]1, CC(=O)OCOC(COCc1ccccc1)COCc1ccccc1, OCC(O)CO. Yields the product CC(=O)Nc1nc2c(ncn2COC(COCc2ccccc2)COCc2ccccc2)c(=O)[nH]1. Reaction SMILES: [C:26]([CH3:27])(=[O:28])[NH:29][c:30]1[nH:31][c:32](=[O:39])[c:33]2[nH:34][cH:35][n:36][c:37]2[n:38]1.[CH2:1]([c:2]1[cH:3][cH:4][cH:5][cH:6][cH:7]1)[O:8][CH2:9][CH:10]([CH2:11][O:12][CH2:13][c:14]1[cH:15][cH:16][cH:17][cH:18][cH:19]1)[O:20][CH2:21][O:22][C:23](=[O:24])[CH3:25].[OH:40][CH2:41][CH:42]([CH2:43][OH:44])[OH:45]>>[CH2:1]([c:2]1[cH:3][cH:4][cH:5][cH:6][cH:7]1)[O:8][CH2:9][CH:10]([CH2:11][O:12][CH2:13][c:14]1[cH:15][cH:16][cH:17][cH:18][cH:19]1)[O:20][CH2:21][n:36]1[cH:35][n:34][c:33]2[c:32](=[O:39])[nH:31][c:30]([NH:29][C:26]([CH3:27])=[O:28])[n:38][c:37]21. Starting materials: CC(C)(C)[Si](O[C@@H]1CC2=CC[C@H]3[C@@H]4C=CC([C@@]4(C)CC[C@@H]3[C@]2(CC1)C)=O)(C)C (3β-[[(1,1-dimethylethyl)dimethylsilyl]oxy]androst-5,15-dien-17-one), cuprous bromide, solution, C[Al](C)C (tri-methylaluminum), C1(=CC=CC=C1)C (toluene), C[Si](C)(C)Cl (trimethylsilyl chloride), [Si](C)(C)(C(C)(C)C)Cl (t-butyldimethylsilyl chloride). The solvent is O1CCCC1 (tetrahydrofuran), O (water), CN(C)C=O (DMF). Reaction conditions: time 2 hour. Yields the product CC(C)(C)[Si](O[C@@H]1CC2=CC[C@H]3[C@@H]4[C@H](CC([C@@]4(C)CC[C@@H]3[C@]2(CC1)C)=O)C)(C)C (3β-[[(1,1-dimethylethyl)dimethylsilyl]oxy]-15α-methylandrost-5-en-17-one). Reaction SMILES: [Si](Cl)(C(C)(C)C)(C)[CH3:2].[CH3:9][C:10]([Si:13]([CH3:36])([CH3:35])[O:14][C@H:15]1[CH2:32][CH2:31][C@@:30]2([CH3:33])[C:17](=[CH:18][CH2:19][C@@H:20]3[C@@H:29]2[CH2:28][CH2:27][C@@:25]2([CH3:26])[C@H:21]3[CH:22]=[CH:23][C:24]2=[O:34])[CH2:16]1)([CH3:12])[CH3:11].C[Al](C)C.C1(C)C=CC=CC=1.C[Si](Cl)(C)C>CN(C=O)C.O1CCCC1.O>[CH3:12][C:10]([Si:13]([CH3:36])([CH3:35])[O:14][C@H:15]1[CH2:32][CH2:31][C@@:30]2([CH3:33])[C:17](=[CH:18][CH2:19][C@@H:20]3[C@@H:29]2[CH2:28][CH2:27][C@@:25]2([CH3:26])[C@H:21]3[C@@H:22]([CH3:2])[CH2:23][C:24]2=[O:34])[CH2:16]1)([CH3:9])[CH3:11]. Reported procedure: Prepare M82 by treating a solution of M81 in DMF with t-butyldimethylsilyl chloride following the procedure described in example 13a. To a solution of 3β-[[(1,1-dimethylethyl)dimethylsilyl]oxy]androst-5,15-dien-17-one (M82) (10.0 g, 24.96 mmol) and cuprous bromide (71.5 mg, 0.5 mmol) dissolved in tetrahydrofuran (100 mL) under a nitrogen atmosphere, add a 2M solution of tri-methylaluminum in toluene (13.8 mL, 27.6 mmol). Add trimethylsilyl chloride (5.88 g, 54 mmol) dropwise to the solution. Aft... Reactants: N1CCC(CC1)=O (4-piperidone), ClCCCOC (1-chloro-3-methoxypropane). Yields the product COCCCN1CCC(CC1)=O (1-(3-Methoxypropyl)4piperidone). As a reaction SMILES: [NH:1]1[CH2:6][CH2:5][C:4](=[O:7])[CH2:3][CH2:2]1.Cl[CH2:9][CH2:10][CH2:11][O:12][CH3:13]>>[CH3:13][O:12][CH2:11][CH2:10][CH2:9][N:1]1[CH2:6][CH2:5][C:4](=[O:7])[CH2:3][CH2:2]1. Procedure details: 1-(3-Methoxypropyl)4piperidone is prepared from 4-piperidone and 1-chloro-3-methoxypropane essentially as described above in Example 38, Scheme C, step a. Reactants: [H-].[Na+] (Sodium hydride), ClC1=CC=C(C=C1)CO ((4-chlorophenyl)methanol), ClC1=CC(N(C=N1)C1=CC(=C(C=C1)OCC(C)(C)O)OC)=O (6-chloro-3-(4-(2-hydroxy-2-methylpropoxy)-3-methoxyphenyl)pyrimidin-4(3H)-one). Run in C1CCOC1 (THF). Reaction conditions: time 1 hour. The product is ClC1=CC=C(COC2=CC(N(C=N2)C2=CC(=C(C=C2)OCC(C)(C)O)OC)=O)C=C1 (6-(4-chlorobenzyloxy)-3-(4-(2-hydroxy-2-methyl-propoxy)-3-methoxyphenyl)pyrimidin-4(3H)-one). Yield: 5.2%. Reaction SMILES: [H-].[Na+].[Cl:3][C:4]1[CH:9]=[CH:8][C:7]([CH2:10][OH:11])=[CH:6][CH:5]=1.Cl[C:13]1[N:18]=[CH:17][N:16]([C:19]2[CH:24]=[CH:23][C:22]([O:25][CH2:26][C:27]([OH:30])([CH3:29])[CH3:28])=[C:21]([O:31][CH3:32])[CH:20]=2)[C:15](=[O:33])[CH:14]=1>C1COCC1>[Cl:3][C:4]1[CH:9]=[CH:8][C:7]([CH2:10][O:11][C:13]2[N:18]=[CH:17][N:16]([C:19]3[CH:24]=[CH:23][C:22]([O:25][CH2:26][C:27]([OH:30])([CH3:29])[CH3:28])=[C:21]([O:31][CH3:32])[CH:20]=3)[C:15](=[O:33])[CH:14]=2)=[CH:6][CH:5]=1 |f:0.1|. Procedure details: Sodium hydride (13 mg, 0.32 mmol) was added to a solution of (4-chlorophenyl)methanol (46 mg, 0.32 mmol) in THF (1 mL) under nitrogen. The mixture was stirred at RT for 1 hour, then 6-chloro-3-(4-(2-hydroxy-2-methylpropoxy)-3-methoxyphenyl)pyrimidin-4(3H)-one Part A (35 mg, 0.108 mmol) was added and stirred for 45 min at RT. The reaction was quenched with MeOH (0.5 mL), diluted with EtOAc, washed with saturated NH4Cl, dried (Na2SO4), and concentrated. The residue was subjected to ISCO flash chro...